Task: describe an organic reaction: reactants, conditions, products, and yield. Dataset: the Open Reaction Database (ORD), a public repository of structured organic reaction records Starting materials: CCOC(=O)CBr, CC(C)(C)OC(=O)N1CCc2[nH]c3c(Cl)c(Cl)ccc3c2CC1, [H-], [Na+], CN(C)C=O. The product is CCOC(=O)Cn1c2c(c3ccc(Cl)c(Cl)c31)CCN(C(=O)OC(C)(C)C)CC2. RXN SMILES: [Br:26][CH2:27][C:28](=[O:29])[O:30][CH2:31][CH3:32].[Cl:3][c:4]1[c:5]([Cl:25])[cH:6][cH:7][c:8]2[c:9]3[c:10]([nH:11][c:12]12)[CH2:13][CH2:14][N:15]([C:18](=[O:19])[O:20][C:21]([CH3:22])([CH3:23])[CH3:24])[CH2:16][CH2:17]3.[H-:1].[Na+:2].[O:33]=[CH:34][N:35]([CH3:36])[CH3:37]>>[Cl:3][c:4]1[c:5]([Cl:25])[cH:6][cH:7][c:8]2[c:9]3[c:10]([n:11]([CH2:27][C:28](=[O:29])[O:30][CH2:31][CH3:32])[c:12]12)[CH2:13][CH2:14][N:15]([C:18](=[O:19])[O:20][C:21]([CH3:22])([CH3:23])[CH3:24])[CH2:16][CH2:17]3.